From a dataset of the Open Reaction Database (ORD), a public repository of structured organic reaction records. describe an organic reaction: reactants, conditions, products, and yield Starting materials: CN=C=S, Cc1ccccc1, CN(C)NCc1cccnc1. Product: CNC(=S)N(Cc1cccnc1)N(C)C. Reaction SMILES: [CH3:12][N:13]=[C:14]=[S:15].[CH3:16][c:17]1[cH:18][cH:19][cH:20][cH:21][cH:22]1.[CH3:1][N:2]([NH:3][CH2:4][c:5]1[cH:6][n:7][cH:8][cH:9][cH:10]1)[CH3:11]>>[CH3:1][N:2]([N:3]([CH2:4][c:5]1[cH:6][n:7][cH:8][cH:9][cH:10]1)[C:14]([NH:13][CH3:12])=[S:15])[CH3:11]. Starting materials: Cc1ccc(Sc2ccc(F)cc2)c([N+](=O)[O-])c1, Cl[Sn]Cl. Reaction SMILES: [F:1][c:2]1[cH:3][cH:4][c:5]([S:8][c:9]2[c:10]([N+:16]([O-:17])=[O:18])[cH:11][c:12]([CH3:15])[cH:13][cH:14]2)[cH:6][cH:7]1.[Sn:19]([Cl:20])[Cl:21]>>[F:1][c:2]1[cH:3][cH:4][c:5]([S:8][c:9]2[c:10]([NH2:16])[cH:11][c:12]([CH3:15])[cH:13][cH:14]2)[cH:6][cH:7]1. Yields the product Cc1ccc(Sc2ccc(F)cc2)c(N)c1. The reactants are FC1=C(C(=O)NC=2C(=NNC2)C(=O)O)C(=CC=C1)F (4-(2,6-difluoro-benzoylamino)-1H-pyrazole-3-carboxylic acid), FC1=C(C(=O)O)C(=CC(=C1)OC)F (2,6-difluoro-4-methoxybenzoic acid). Product: FC1=C(C(=O)NC=2C(=NNC2)C(=O)O)C(=CC(=C1)OC)F (4-(2,6-difluoro-4-methoxy-benzoylamino)-1H-pyrazole-3-carboxylic acid). As a reaction SMILES: [F:1][C:2]1[CH:18]=[CH:17][CH:16]=[C:15]([F:19])[C:3]=1[C:4]([NH:6][C:7]1[C:8]([C:12]([OH:14])=[O:13])=[N:9][NH:10][CH:11]=1)=[O:5].FC1C=C(OC)C=C(F)C=1[C:23](O)=[O:24]>>[F:19][C:15]1[CH:16]=[C:17]([O:24][CH3:23])[CH:18]=[C:2]([F:1])[C:3]=1[C:4]([NH:6][C:7]1[C:8]([C:12]([OH:14])=[O:13])=[N:9][NH:10][CH:11]=1)=[O:5]. Procedure details: The compound was prepared in a manner analogous to 4-(2,6-difluoro-benzoylamino)-1H-pyrazole-3-carboxylic acid (Example 16D), but using 2,6-difluoro-4-methoxybenzoic acid as the starting acid, to give 4-(2,6-difluoro-4-methoxy-benzoylamino)-1H-pyrazole-3-carboxylic acid (1.58 g) as a white solid. (1H NMR (300 MHz, DMSO-d6) δ 13.0 (s, 2H), 10.7 (s, 1H), 8.0 (s, 1H), 6.9 (s, 1H), 6.8 (s, 1H), 3.7 (s, 3H)). Reactants: NNc1ccc(C(=O)c2ccccc2)cc1[N+](=O)[O-], NS(=O)(=O)c1cc(C(=O)Cl)ccc1Cl, [Na+], [Na+], O=C([O-])[O-], C1COCCO1, O. The product is NN(C(=O)c1ccc(Cl)c(S(N)(=O)=O)c1)c1ccc(C(=O)c2ccccc2)cc1[N+](=O)[O-]. As a reaction SMILES: [C:1]([c:2]1[cH:3][cH:4][cH:5][cH:6][cH:7]1)(=[O:8])[c:9]1[cH:10][c:11]([N+:17](=[O:18])[O-:19])[c:12]([NH:15][NH2:16])[cH:13][cH:14]1.[Cl:26][c:27]1[c:28]([S:36]([NH2:37])(=[O:38])=[O:39])[cH:29][c:30]([C:31](=[O:32])[Cl:33])[cH:34][cH:35]1.[Na+:20].[Na+:21].[O-:22][C:23](=[O:24])[O-:25].[O:41]1[CH2:42][CH2:43][O:44][CH2:45][CH2:46]1.[OH2:40]>>[C:1]([c:2]1[cH:3][cH:4][cH:5][cH:6][cH:7]1)(=[O:8])[c:9]1[cH:10][c:11]([N+:17](=[O:18])[O-:19])[c:12]([N:15]([NH2:16])[C:31]([c:30]2[cH:29][c:28]([S:36]([NH2:37])(=[O:38])=[O:39])[c:27]([Cl:26])[cH:35][cH:34]2)=[O:32])[cH:13][cH:14]1. Reactants: Fc1cc(Br)ccc1I, COCCOC, [Na+], O=C([O-])O, O, OB(O)c1cc2ccccc2s1. Product: Fc1cc(Br)ccc1-c1cc2ccccc2s1. As a reaction SMILES: [Br:13][c:14]1[cH:15][c:16]([F:21])[c:17]([I:20])[cH:18][cH:19]1.[CH3:27][O:28][CH2:29][CH2:30][O:31][CH3:32].[Na+:26].[O-:22][C:23]([OH:24])=[O:25].[OH2:33].[s:1]1[c:2]2[c:3]([cH:4][c:5]1[B:6]([OH:7])[OH:8])[cH:9][cH:10][cH:11][cH:12]2>>[s:1]1[c:2]2[c:3]([cH:4][c:5]1-[c:17]1[c:16]([F:21])[cH:15][c:14]([Br:13])[cH:19][cH:18]1)[cH:9][cH:10][cH:11][cH:12]2. Reactants: [N+](=O)([O-])[O-].[Na+] (sodium nitrate), N(=O)[O-].[Na+] (sodium nitrite), OC=1C=C(C(=O)C2=CC=CC=C2)C=CC1 (3-Hydroxybenzophenone), S(O)(O)(=O)=O (sulfuric acid). Solvent: C(Cl)Cl (methylene chloride), C(Cl)Cl (methylene chloride). Reaction conditions: time 24 hour. Product: [N+](=O)([O-])C1=C(C=C(C(=O)C2=CC=CC=C2)C=C1)O (4-nitro-3-hydroxybenzophenone). The yield is 30.0%. As a reaction SMILES: [OH:1][C:2]1[CH:3]=[C:4]([CH:13]=[CH:14][CH:15]=1)[C:5]([C:7]1[CH:12]=[CH:11][CH:10]=[CH:9][CH:8]=1)=[O:6].[N+:16]([O-])([O-:18])=[O:17].[Na+].S(=O)(=O)(O)O.N([O-])=O.[Na+]>C(Cl)Cl>[N+:16]([C:15]1[CH:14]=[CH:13][C:4]([C:5]([C:7]2[CH:12]=[CH:11][CH:10]=[CH:9][CH:8]=2)=[O:6])=[CH:3][C:2]=1[OH:1])([O-:18])=[O:17] |f:1.2,4.5|. Procedure: 3-Hydroxybenzophenone (3.00 g, 15.1 mmol) was dissolved in methylene chloride(40 mL) followed by the addition of sodium nitrate (1.42 g, 16.7 mmol). The addition of sulfuric acid (25 mL/3M) was then made, followed by addition of a catalytic amount of sodium nitrite. The mixture was allowed to stir. After 24 hours, the reaction mixture was diluted with methylene chloride and extracted with water. The organic layer was dried over MgSO4 and filtered. The solvent was evaporated and chromatography of... The reactants are ClCC1=NC(=NC(=C1)O)SC (4-Chloromethyl-6-hydroxy-2-methylthio-pyrimidine), S(=O)(=O)(OCC)OCC (diethyl sulphate). Product: C(C)OC1=CC(=NC(=N1)SC)CCl (6-ethoxy-4-chloromethyl-2-methylthio-pyrimidine). RXN SMILES: [Cl:1][CH2:2][C:3]1[CH:8]=[C:7]([OH:9])[N:6]=[C:5]([S:10][CH3:11])[N:4]=1.S(OCC)(O[CH2:16][CH3:17])(=O)=O>>[CH2:16]([O:9][C:7]1[N:6]=[C:5]([S:10][CH3:11])[N:4]=[C:3]([CH2:2][Cl:1])[CH:8]=1)[CH3:17]. Procedure details: 4-Chloromethyl-6-hydroxy-2-methylthio-pyrimidine [known from S. Cohen et al., J.Org. Chem. 27, 3545-3549 (1962)] is treated with diethyl sulphate analogously to the process described in Example 59 in order to produce 6-ethoxy-4-chloromethyl-2-methylthio-pyrimidine which is required as the starting material in Example 19. M.p. (after crystallization from water) 167°-171° C.; 1H-NMR (CDCl3): 1.40 (t, CH3) 2.56 (s, SCH3), 4.45 (q, CH2), 4.47 (s, CH2Cl), 6.55 (s, CH). Reactants: C(C1=CC=CC=C1)OC(=O)N1[C@@H](C[C@@H](C1)OC)C(=O)O ((2S,4S)-1-(benzyloxycarbonyl)-4-methoxypyrrolidine-2-carboxylic acid), C(C)OCC (diethyl ether), C[Si](C)(C)C=[N+]=[N-] ((trimethylsilyl)diazomethane). The solvent is CO (methanol). Run at time 1 hour. The product is CO[C@H]1C[C@H](N(C1)C(=O)OCC1=CC=CC=C1)C(=O)OC ((2S,4S)-1-Benzyl 2-methyl 4-methoxypyrrolidine-1,2-dicarboxylate). Isolated yield 100.0%. As a reaction SMILES: [CH2:1]([O:8][C:9]([N:11]1[CH2:15][C@@H:14]([O:16][CH3:17])[CH2:13][C@H:12]1[C:18]([OH:20])=[O:19])=[O:10])[C:2]1[CH:7]=[CH:6][CH:5]=[CH:4][CH:3]=1.[CH2:21](OCC)C.C[Si](C=[N+]=[N-])(C)C>CO>[CH3:17][O:16][C@@H:14]1[CH2:15][N:11]([C:9]([O:8][CH2:1][C:2]2[CH:7]=[CH:6][CH:5]=[CH:4][CH:3]=2)=[O:10])[C@H:12]([C:18]([O:20][CH3:21])=[O:19])[CH2:13]1. Reported procedure: To a solution of (2S,4S)-1-(benzyloxycarbonyl)-4-methoxypyrrolidine-2-carboxylic acid (3.0 g, 0.01 mol) in methanol (40 mL0 and diethyl ether (20 mL) was added (trimethylsilyl)diazomethane (2.0 M solution in diethyl ether, 6.4 mL, 0.013 mol) dropwise under ice-bath. The reaction mixture was stirred at room temperature for 1 h. Concentration of the reaction mixture gave (2S,4S)-1-benzyl 2-methyl 4-methoxypyrrolidine-1,2-dicarboxylate 18B (3.2 g, 100%) as an oil which was used in the next step wit... Reactants: C(C1=CC=CC=C1)OC1=C(C=C(C=C1)OCCOCC1CC1)Br (1-benzyloxy-2-bromo-4-(2-cyclopropylmethoxyethoxy)benzene), cuprous cyanide, C(#N)C1=C(OCC(CNCCNC(=O)NC2=CC=CC=C2)O)C=CC(=C1)OCCOCC1CC1 (1- [2-Cyano-4-(2-cyclopropylmethoxyethoxy) phenoxy]-3-[2-(3-phenylureido)ethylamino]2-propanol), BrBr (bromine), BrC1=C(C=CC(=C1)OCCOCC1CC1)O (2-bromo-4-(2-cyclopropylmethoxyethoxy)-phenol), C([O-])([O-])=O.[K+].[K+] (potassium carbonate), C(C1=CC=CC=C1)Br (benzyl bromide), C(C1=CC=CC=C1)OC1=CC=C(C=C1)OCCOCC1CC1 (1-benzyloxy-4-(2-cyclopropylmethoxyethoxy)benzene). The reagents and catalysts are [Pd] (palladium on charcoal). The solvent is CN(C=O)C (dimethylformamide), CO (methanol), CC(=O)C (acetone), C(Cl)(Cl)Cl (chloroform), CCOCC (ether). Conditions: time 2 hour. The product is N1CCCCC1 (piperidine), O1C(COC2=C(C#N)C=C(C=C2)OCCOCC2CC2)C1 (2-(2,3-epoxypropoxy)-5-(2-cyclopropylmethoxyethoxy)benzonitrile). As a reaction SMILES: C(OC1C=CC(OCCOCC2CC2)=CC=1)C1C=CC=CC=1.[C:23]([C:25]1[CH:48]=[C:47]([O:49][CH2:50][CH2:51][O:52][CH2:53][CH:54]2[CH2:56][CH2:55]2)[CH:46]=[CH:45][C:26]=1[O:27][CH2:28][CH:29]([OH:44])[CH2:30]NCCNC([NH:37][C:38]1[CH:43]=[CH:42][CH:41]=[CH:40]C=1)=O)#[N:24].BrBr.BrC1C=C(OCCOCC2CC2)C=CC=1O.C(=O)([O-])[O-].[K+].[K+].C(Br)C1C=CC=CC=1.C(OC1C=CC(OCCOCC2CC2)=CC=1Br)C1C=CC=CC=1>[Pd].CO.C(Cl)(Cl)Cl.CN(C)C=O.CC(C)=O.CCOCC>[NH:37]1[CH2:38][CH2:43][CH2:42][CH2:41][CH2:40]1.[O:44]1[CH2:30][CH:29]1[CH2:28][O:27][C:26]1[CH:45]=[CH:46][C:47]([O:49][CH2:50][CH2:51][O:52][CH2:53][CH:54]2[CH2:56][CH2:55]2)=[CH:48][C:25]=1[C:23]#[N:24] |f:4.5.6|. Procedure details: 4-Benzyloxyphenel is reacted with 2-chloroethyl)cyclopropylmethyl)ether and the resultant 1-benzyloxy-4-(2-cyclopropylmethoxyethoxy)benzene is debenzylated by hydrogenation with palladium on charcoal. To a solution of the resultant 4-(2-cyclopropylmethoxyethoxy)phenol in methanol is added bromine dissolved in chloroform at 0° and the mixture stirred for 2 hours. After chromatography over silicagel, the resultant 2-bromo-4-(2-cyclopropylmethoxyethoxy)-phenol is reacted for 60 hours with a mixture... Reactants: S(=O)(=O)([O-])[O-].[Mg+2] (magnesium sulfate), BrC=1C=C(OC1)C (4-bromo-2-methylfuran), NC=1C=C(C=CC1)B(O)O (m-aminophenyl boronic acid), C([O-])([O-])=O.[Na+].[Na+] (sodium carbonate). Reagents/catalysts: [Pd].C1(=CC=CC=C1)P(C1=CC=CC=C1)C1=CC=CC=C1 (triphenylphosphine palladium). Solvent: C1(=CC=CC=C1)C (toluene), CO (methanol). Conditions: temperature 100 celsius, time 17 hour. Product: CC1=CC(=CO1)C=1C=C(N)C=CC1 (3-(5-methylfuran-3-yl)aniline). Isolated yield 52.0%. Reaction SMILES: Br[C:2]1[CH:3]=[C:4]([CH3:7])[O:5][CH:6]=1.[NH2:8][C:9]1[CH:10]=[C:11](B(O)O)[CH:12]=[CH:13][CH:14]=1.C(=O)([O-])[O-].[Na+].[Na+].S([O-])([O-])(=O)=O.[Mg+2]>C1(C)C=CC=CC=1.[Pd].C1(P(C2C=CC=CC=2)C2C=CC=CC=2)C=CC=CC=1.CO>[CH3:7][C:4]1[O:5][CH:6]=[C:2]([C:13]2[CH:14]=[C:9]([CH:10]=[CH:11][CH:12]=2)[NH2:8])[CH:3]=1 |f:2.3.4,5.6,8.9|. Procedure details: 500 mg (3.1 mmol) of 4-bromo-2-methylfuran was dissolved in 12 mL of toluene, and then 3 mL of methanol, 638 mg (4.7 mmol) of m-aminophenyl boronic acid, and 3 mL of 2M aqueous sodium carbonate solution were added thereto. Subsequently, 180 mg (0.16 mmol) of triphenylphosphine palladium was added, and the mixture was stirred at 100° C. for 17 hours. After cooling, anhydrous magnesium sulfate was added to the mixture, and the mixture was stirred. Filtration was then conducted, and the filtrate wa...